Dataset: the Open Reaction Database (ORD), a public repository of structured organic reaction records. Task: describe an organic reaction: reactants, conditions, products, and yield Starting materials: O (H2O), C(=O)(OC(C)(C)C)N1[C@H](CCC1)C#C (1-Boc-2(R)-ethynylpyrrolidine), CO (MeOH), Cl (HCl). The solvent is C(C)O (ethanol). Product: Cl.CC1=CC=C2C(=N1)C=C(O2)[C@@H]2NCCC2 (5-methyl-2-(2-(R)-pyrrolidinyl)-furo[3,2-b]pyridine hydrochloride). As a reaction SMILES: C([N:8]1[CH2:12][CH2:11][CH2:10][C@@H:9]1[C:13]#[CH:14])(OC(C)(C)C)=O.[CH3:15][OH:16].[ClH:17].O>C(O)C>[ClH:17].[CH3:13][C:9]1[N:8]=[C:12]2[CH:14]=[C:13]([C@H:9]3[CH2:10][CH2:11][CH2:12][NH:8]3)[O:16][C:15]2=[CH:11][CH:10]=1 |f:5.6|. Procedure: The title compound was prepared from 1-Boc-2(R)-ethynylpyrrolidine according to the procedures of Example 5 above: [α]D≤ +16.5° (c 1.0, MeOH); Anal. Calcd for C12H14N2O.2.0 HCl.0.2 H2O.0.2 ethanol: C, 51.39; H, 6.19; N, 9.67. Found: C, 51.63; H, 6.49; N, 9.33. Reactants: C(C)(C)N(CC)C(C)C (Di-isopropylethyl amine), CC(=CCCCC)C(=O)[O-] (hept-2-ene-2-carboxylate), O(C1=CC=CC=C1)P(=O)(OC1=CC=CC=C1)OC1=C(N2C([C@@H]([C@H]2[C@H]1C)[C@@H](C)O)=O)C(=O)OCC1=CC=C(C=C1)[N+](=O)[O-] (4-nitrobenzyl (4R,5R,6S)-3-[(diphenoxyphosphoryl)oxy]-6-[(1R)-1-hydroxyethyl]-4-methyl-7-oxo-1-azabicyclo[3.2.0]hept-2-ene-2-carboxylate), CN(C(=O)[C@H]1N(C[C@H](C1)S)C(=O)OCC1=CC=C(C=C1)[N+](=O)[O-])C (4-nitrobenzyl (2S,4S)-2-[(dimethylamino)carbonyl]-4- mercaptopyrrolidine-1-carboxylate). Solvent: CC(=O)N(C)C (dimethyl acetamide), C(C)#N (acetonitrile), C(C)(=O)OCC (ethyl acetate). Run at temperature -10 celsius, time 10 minute. Yields the product C[C@@H]1[C@@H]2[C@H](C(=O)N2C(=C1S[C@H]3C[C@H](NC3)C(=O)N(C)C)C(=O)O)[C@@H](C)O (Meropenem). Reaction SMILES: O(P(O[C:18]1[C@H:24]([CH3:25])[C@H:23]2[N:20]([C:21](=[O:29])[C@@H:22]2[C@H:26]([OH:28])[CH3:27])[C:19]=1[C:30]([O:32]CC1C=CC([N+]([O-])=O)=CC=1)=[O:31])(OC1C=CC=CC=1)=O)C1C=CC=CC=1.[CH3:43][N:44]([CH3:66])[C:45]([C@@H:47]1[CH2:51][C@H:50]([SH:52])[CH2:49][N:48]1C(OCC1C=CC([N+]([O-])=O)=CC=1)=O)=[O:46].C(N(C(C)C)CC)(C)C.CC(C([O-])=O)=CCCCC>C(#N)C.C(OCC)(=O)C.CC(N(C)C)=O>[CH3:25][C@H:24]1[C:18]([S:52][C@@H:50]2[CH2:49][NH:48][C@H:47]([C:45]([N:44]([CH3:66])[CH3:43])=[O:46])[CH2:51]2)=[C:19]([C:30]([OH:32])=[O:31])[N:20]2[C@H:23]1[C@@H:22]([C@H:26]([OH:28])[CH3:27])[C:21]2=[O:29]. Procedure details: 4-nitrobenzyl (4R,5R,6S)-3-[(diphenoxyphosphoryl)oxy]-6-[(1R)-1-hydroxyethyl]-4-methyl-7-oxo-1-azabicyclo[3.2.0]hept-2-ene-2-carboxylate (10 gm) Formula-A and 4-nitrobenzyl (2S,4S)-2-[(dimethylamino)carbonyl]-4- mercaptopyrrolidine-1-carboxylate (6.122 gm) Formula-B was dissolved in 60 ml acetonitrile and 3 ml dimethyl acetamide at ambient temperature. The solution was stirred under same condition for 10 minutes to get clear solution and cool to a temperature of minus −10° C. Di-isopropylethyl a... Reactants: C(C1=CC=CC=C1)OC=1C=C(C=CC1[N+](=O)[O-])O (3-benzyloxy-4-nitrophenol), BrC1CCC2=C(NC1=O)C=CC=C2 (3-bromo-1,3,4,5-tetrahydrobenzo[b]azepin-2-one), C([O-])([O-])=O.[K+].[K+] (potassium carbonate). The solvent is CC#N (MeCN). The product is C(C1=CC=CC=C1)OC=1C=C(OC2CCC3=C(NC2=O)C=CC=C3)C=CC1[N+](=O)[O-] (3-(3-Benzyloxy-4-nitrophenoxy)-1,3,4,5-tetrahydrobenzo[b]azepin-2-one). Reaction SMILES: [CH2:1]([O:8][C:9]1[CH:10]=[C:11]([OH:18])[CH:12]=[CH:13][C:14]=1[N+:15]([O-:17])=[O:16])[C:2]1[CH:7]=[CH:6][CH:5]=[CH:4][CH:3]=1.Br[CH:20]1[C:26](=[O:27])[NH:25][C:24]2[CH:28]=[CH:29][CH:30]=[CH:31][C:23]=2[CH2:22][CH2:21]1.C(=O)([O-])[O-].[K+].[K+]>CC#N>[CH2:1]([O:8][C:9]1[CH:10]=[C:11]([CH:12]=[CH:13][C:14]=1[N+:15]([O-:17])=[O:16])[O:18][CH:20]1[C:26](=[O:27])[NH:25][C:24]2[CH:28]=[CH:29][CH:30]=[CH:31][C:23]=2[CH2:22][CH2:21]1)[C:2]1[CH:3]=[CH:4][CH:5]=[CH:6][CH:7]=1 |f:2.3.4|. Reported procedure: A mixture of 3-benzyloxy-4-nitrophenol (2.45 g, 10 mmol), 3-bromo-1,3,4,5-tetrahydrobenzo[b]azepin-2-one (2.4 g, 10 mmol) and potassium carbonate (3.1 g, 23 mmol) in MeCN (10 mL) is refluxed for 10 h. Upon cooling a precipitate forms. The solid is filtered, washed with water and crystallized from EtOAc to give the title compound: mp=188-189° C. Reactants: double salt, S(=O)([O-])[O-].[Na+].[Na+] (sodium sulfite), OS(=O)(=O)[O-].[K+] (KHSO4), FC(CCS(=O)CC#N)(C(C(C(F)(F)F)(F)F)(F)F)F ((3,3,4,4,5,5,6,6,6-nonafluorohexylsulfinyl)acetonitrile). Solvent: O (water), CO (methanol). Run at time 8 hour. Yields the product FC(CCS(=O)(=O)CC#N)(C(C(C(F)(F)F)(F)F)(F)F)F ((3,3,4,4,5,5,6,6,6-nonafluorohexylsulfonyl)acetonitrile). As a reaction SMILES: [OH:1]S([O-])(=O)=O.[K+].[F:7][C:8]([F:26])([C:16]([F:25])([F:24])[C:17]([F:23])([F:22])[C:18]([F:21])([F:20])[F:19])[CH2:9][CH2:10][S:11]([CH2:13][C:14]#[N:15])=[O:12].S([O-])([O-])=O.[Na+].[Na+]>O.CO>[F:26][C:8]([F:7])([C:16]([F:24])([F:25])[C:17]([F:22])([F:23])[C:18]([F:19])([F:20])[F:21])[CH2:9][CH2:10][S:11]([CH2:13][C:14]#[N:15])(=[O:1])=[O:12] |f:0.1,3.4.5|. Procedure: To a suspension of 9.21 g of a double salt of 2KHSO5.KHSO4.K2SO4 (Oxone, registered trade mark) in 50 ml of water was added dropwise a solution of 6.80 g of (3,3,4,4,5,5,6,6,6-nonafluorohexylsulfinyl)acetonitrile in 50 ml of methanol at room temperature over 60 minutes under a nitrogen atmosphere, and the mixture was stirred overnight. To the reaction mixture was added 25 ml of an aqueous 10% sodium sulfite solution, followed by extraction with 100 ml of ethyl acetate twice. Organic layers were ... Procedure: A slurry of 41.7 g (0.3 mol) of o-nitrophenol in 200 ml of ethanol was added to a stirred, cooled solution of 19.8 g (0.3 mol) of 85% potassium hydroxide in 300 ml of ethanol; a voluminous yellow-orange precipitate of the potassium salt separated. After stirring at room temperature for 45 minutes, a solution of 35.7 ml (0.3 mol) of benzyl bromide in 100 ml of ethanol was added portionwise (no temperature rise) and the mixture was stirred at room temperature for 30 minutes, then gradually heated ... Solvent: C(C)O (ethanol), C(C)O (ethanol), C(C)O (ethanol). As a reaction SMILES: [N+:1]([C:4]1[CH:9]=[CH:8][CH:7]=[CH:6][C:5]=1[OH:10])([O-:3])=[O:2].[OH-].[K+].[CH2:13](Br)[C:14]1[CH:19]=[CH:18][CH:17]=[CH:16][CH:15]=1.[Br-].[K+]>C(O)C>[N+:1]([C:4]1[CH:9]=[CH:8][CH:7]=[CH:6][C:5]=1[O:10][CH2:13][C:14]1[CH:19]=[CH:18][CH:17]=[CH:16][CH:15]=1)([O-:3])=[O:2] |f:1.2,4.5|. Yield: 96.1%. Starting materials: [OH-].[K+] (potassium hydroxide), C(C1=CC=CC=C1)Br (benzyl bromide), [Br-].[K+] (potassium bromide), [N+](=O)([O-])C1=C(C=CC=C1)O (o-nitrophenol). Conditions: time 45 minute. Yields the product [N+](=O)([O-])C1=C(C=CC=C1)OCC1=CC=CC=C1 (1-Nitro-2-(phenylmethoxy)benzene). The reactants are C(C)(C)(C)[Si](OCC(C)(C)C1=NOC(=C1)NC(C(C)(C)S(=O)(=O)CC1CCC(CC1)O)=O)(C1=CC=CC=C1)C1=CC=CC=C1 (N-{3-[2-(tert-butyl-diphenyl-silanyloxy)-1,1-dimethyl-ethyl]-isoxazol-5-yl}-2-(4-hydroxy-cyclohexylmethanesulfonyl)-2-methyl-propionamide), [Cr](=O)(=O)([O-])Cl.[NH+]1=CC=CC=C1 (pyridinium chlorochromate). Solvent: C(C)OCC (diethyl ether), C(Cl)Cl (DCM). Conditions: time 18 hour. The product is C(C)(C)(C)[Si](OCC(C)(C)C1=NOC(=C1)NC(C(C)(S(=O)(=O)CC1CCC(CC1)=O)C)=O)(C1=CC=CC=C1)C1=CC=CC=C1 (N-{3-[2-(tert-butyl-diphenyl-silanyloxy)-1,1-dimethyl-ethyl]-isoxazol-5-yl}-2-methyl-2-(4-oxo-cyclohexylmethanesulfonyl)-propionamide). The yield is 52.2%. As a reaction SMILES: [C:1]([Si:5]([C:39]1[CH:44]=[CH:43][CH:42]=[CH:41][CH:40]=1)([C:33]1[CH:38]=[CH:37][CH:36]=[CH:35][CH:34]=1)[O:6][CH2:7][C:8]([C:11]1[CH:15]=[C:14]([NH:16][C:17](=[O:32])[C:18]([S:21]([CH2:24][CH:25]2[CH2:30][CH2:29][CH:28]([OH:31])[CH2:27][CH2:26]2)(=[O:23])=[O:22])([CH3:20])[CH3:19])[O:13][N:12]=1)([CH3:10])[CH3:9])([CH3:4])([CH3:3])[CH3:2].[Cr](Cl)([O-])(=O)=O.[NH+]1C=CC=CC=1>C(Cl)Cl.C(OCC)C>[C:1]([Si:5]([C:33]1[CH:34]=[CH:35][CH:36]=[CH:37][CH:38]=1)([C:39]1[CH:44]=[CH:43][CH:42]=[CH:41][CH:40]=1)[O:6][CH2:7][C:8]([C:11]1[CH:15]=[C:14]([NH:16][C:17](=[O:32])[C:18]([CH3:20])([S:21]([CH2:24][CH:25]2[CH2:30][CH2:29][C:28](=[O:31])[CH2:27][CH2:26]2)(=[O:23])=[O:22])[CH3:19])[O:13][N:12]=1)([CH3:10])[CH3:9])([CH3:2])([CH3:3])[CH3:4] |f:1.2|. Procedure details: To a solution of 0.21 g (0.36 mmol) of N-{3-[2-(tert-butyl-diphenyl-silanyloxy)-1,1-dimethyl-ethyl]-isoxazol-5-yl}-2-(4-hydroxy-cyclohexylmethanesulfonyl)-2-methyl-propionamide in DCM (3 mL) is added pyridinium chlorochromate (0.15 g, 0.72 mmol) and the reaction mixture is stirred at room temperature for 18 h. The reaction is diluted with diethyl ether (6 mL) and stirred for 10 min. The mixture is filtered through a plug of silica and the filtrate is concentrated to afford 0.12 g of N-{3-[2-(ter... Reactants: C1=CC=NC=2C(C(C3=NC=CC=C3C12)=O)=O (4,7-phenanthrolin-5,6-quinone), Cl (hydrochloric acid). The solvent is [OH-].[Na+] (sodium hydroxide). Reaction conditions: time 2 hour. Yields the product N1=CC=CC=2C3=CC=CN=C3C(C12)=O (1,8-diazafluoren-9-one). Isolated yield 30.4%. As a reaction SMILES: [CH:1]1[C:14]2[C:13]3[C:8](=[N:9][CH:10]=[CH:11][CH:12]=3)[C:7](=[O:15])C(=O)[C:5]=2[N:4]=[CH:3][CH:2]=1.Cl>[OH-].[Na+]>[N:9]1[C:8]2[C:7](=[O:15])[C:5]3[C:14](=[CH:1][CH:2]=[CH:3][N:4]=3)[C:13]=2[CH:12]=[CH:11][CH:10]=1 |f:2.3|. Reported procedure: To a solution of 200 ml of 10% sodium hydroxide was added 10 g (47 mmole) of 4,7-phenanthrolin-5,6-quinone. This was heated in a water bath at 70°-80° with magnetic stirring for 2 hours. Then the reaction was cooled in an ice bath and acidified with concentrated hydrochloric acid to pH 4-5, keeping the mixture below 20°. The precipitate of side product, 5,6-dihydroxy-4,7-phenanthroline was filtered off and the filtrate was extracted with 5×50 ml of chloroform. After drying with sodium sulfate, t...